This data is from the Open Reaction Database (ORD), a public repository of structured organic reaction records. The task is: describe an organic reaction: reactants, conditions, products, and yield Reactants: FC(CCC(=O)O)=C(F)F (4,5,5-trifluoro-4-pentenoic acid), [H-].[Al+3].[Li+].[H-].[H-].[H-] (lithium aluminum hydride), O (water). Solvent: C(C)OCC (diethyl ether), C(C)OCC (diethyl ether). Run at time 1 hour. Yields the product FC(CCCO)=C(F)F (4,5,5-trifluoro-4-penten-1-ol). Isolated yield 57.1%. As a reaction SMILES: [H-].[Al+3].[Li+].[H-].[H-].[H-].[F:7][C:8](=[C:14]([F:16])[F:15])[CH2:9][CH2:10][C:11](O)=[O:12].O>C(OCC)C>[F:7][C:8](=[C:14]([F:16])[F:15])[CH2:9][CH2:10][CH2:11][OH:12] |f:0.1.2.3.4.5|. Reported procedure: To a stirred suspension of 0.4 gram (0.01 mole) of lithium aluminum hydride in 20 ml of diethyl ether was added dropwise a solution of 1.5 grams (0.01 mole) of 4,5,5-trifluoro-4-pentenoic acid in 30 ml of diethyl ether. Upon completion of addition the reaction mixture was stirred at ambient temperature for one hour, then 20 ml of water was added carefully. The mixture was filtered and the filtrate concentrated under reduced pressure to give 0.8 gram of 4,5,5-trifluoro-4-penten-1-ol as an oil. Th...